This data is from the Open Reaction Database (ORD), a public repository of structured organic reaction records. The task is: describe an organic reaction: reactants, conditions, products, and yield Reactants: CN1CCOCC1 (4-methylmorpholine), S(=O)(=O)(O)C1=CC=C(C)C=C1.NC(C(=O)OCC)C(C)=O (ethyl 2-amino-3-oxobutanoate Tosylate salt), CN1CCOCC1 (4-methylmorpholine), C(C)(C)(C)OC(=O)NC(C(=O)O)C (2-(tert-butoxycarbonylamino)propanoic acid), ClC(=O)OCC(C)C (isobutyl chloroformate). Solvent: C1CCOC1 (THF), C1CCOC1 (THF). Conditions: temperature -25 celsius, time 30 minute. Product: C(C)(C)(C)OC(=O)NC(C(=O)NC(C(=O)OCC)C(C)=O)C (ethyl 2-(2-(tert-butoxycarbonylamino)propanamido)-3-oxobutanoate). The yield is 68.7%. As a reaction SMILES: CN1CCOCC1.[C:8]([O:12][C:13]([NH:15][CH:16]([CH3:20])[C:17]([OH:19])=O)=[O:14])([CH3:11])([CH3:10])[CH3:9].ClC(OCC(C)C)=O.S(C1C=CC(C)=CC=1)(O)(=O)=O.[NH2:40][CH:41]([C:47](=[O:49])[CH3:48])[C:42]([O:44][CH2:45][CH3:46])=[O:43]>C1COCC1>[C:8]([O:12][C:13]([NH:15][CH:16]([CH3:20])[C:17]([NH:40][CH:41]([C:47](=[O:49])[CH3:48])[C:42]([O:44][CH2:45][CH3:46])=[O:43])=[O:19])=[O:14])([CH3:9])([CH3:10])[CH3:11] |f:3.4|. Procedure details: A solution of 4-methylmorpholine (900 g) in THF (15 L) was added to 2-(tert-butoxycarbonylamino)propanoic acid (1690 g, 8933.17 mmol). The mixture was cooled to −25° C. and isobutyl chloroformate (1.164 L, 8933.17 mmol) was added. After 20 minutes the second equivalent of 4-methylmorpholine (900 g) was added followed by ethyl 2-amino-3-oxobutanoate Tosylate salt (see J-P. Genet et al, Eur. J. Org. Chem., 2004, 3017-3026) (2700 g, 8507.78 mmol) suspended in THF (2.5 L). The mixture was stirred at...